This data is from the Open Reaction Database (ORD), a public repository of structured organic reaction records. The task is: describe an organic reaction: reactants, conditions, products, and yield As a reaction SMILES: [Br:1][C:2]1[CH:3]=[CH:4][CH:5]=[C:6]2[C:10]=1[NH:9][C:8]([C:11]([O:13][CH2:14][CH3:15])=[O:12])=[C:7]2[CH2:16][CH2:17][CH:18]=O.[CH2:20]([NH:22][C:23]1[C:32]2[C:27](=[CH:28][CH:29]=[CH:30][CH:31]=2)[CH:26]=[CH:25][CH:24]=1)[CH3:21].C(O[BH-](OC(=O)C)OC(=O)C)(=O)C.[Na+]>ClCCl.C(OCC)(=O)C>[Br:1][C:2]1[CH:3]=[CH:4][CH:5]=[C:6]2[C:10]=1[NH:9][C:8]([C:11]([O:13][CH2:14][CH3:15])=[O:12])=[C:7]2[CH2:16][CH2:17][CH2:18][N:22]([CH2:20][CH3:21])[C:23]1[C:32]2[C:27](=[CH:28][CH:29]=[CH:30][CH:31]=2)[CH:26]=[CH:25][CH:24]=1 |f:2.3|. Reaction conditions: time 8 hour. Run in C(C)(=O)OCC (ethyl acetate), ClCCl (dichloromethane). Reported procedure: To a solution of EXAMPLE 531A (130 mg) and N-ethylnaphthalen-1-amine (82 mg) in dichloromethane (3 mL) was added sodium triacetoxyborohydride (2.35 g). The mixture was stirred at room temperature overnight. After this time the mixture was diluted with ethyl acetate (1500 mL) and washed with 1N NaOH, water, brine, and dried over Na2SO4. After filtration and concentration of the filtrate, the residue was purified by flash chromatography using silica gel and eluenting with 5% ethyl acetate in hexan... The reactants are BrC=1C=CC=C2C(=C(NC12)C(=O)OCC)CCC=O (ethyl 7-bromo-3-(3-oxopropyl)-1H-indole-2-carboxylate), C(C)NC1=CC=CC2=CC=CC=C12 (N-ethylnaphthalen-1-amine), C(C)(=O)O[BH-](OC(C)=O)OC(C)=O.[Na+] (sodium triacetoxyborohydride). The product is BrC=1C=CC=C2C(=C(NC12)C(=O)OCC)CCCN(C1=CC=CC2=CC=CC=C12)CC (ethyl 7-bromo-3-(3-(ethyl(naphthalen-1-yl)amino)propyl)-1H-indole-2-carboxylate). Reactants: C(C1=CC=CC=C1)OC(=O)N[C@@H]1C(N(CCC1)P(=O)(NCCCCCC)NCCCCCC)=O ((3S)-3-benzyloxycarbonylamino-1-bis(n-hexylamino)phosphinyl-2-piperidone). The reagents and catalysts are [Pd] (Palladium black). Solvent: CO (methanol). Conditions: time 1 hour. The product is N[C@@H]1C(N(CCC1)P(=O)(NCCCCCC)NCCCCCC)=O ((3S)-3-amino-1-bis(n-hexylamino)phosphinyl-2-piperidone). Reaction SMILES: C(OC([NH:11][C@H:12]1[CH2:17][CH2:16][CH2:15][N:14]([P:18]([NH:27][CH2:28][CH2:29][CH2:30][CH2:31][CH2:32][CH3:33])([NH:20][CH2:21][CH2:22][CH2:23][CH2:24][CH2:25][CH3:26])=[O:19])[C:13]1=[O:34])=O)C1C=CC=CC=1>CO.[Pd]>[NH2:11][C@H:12]1[CH2:17][CH2:16][CH2:15][N:14]([P:18]([NH:27][CH2:28][CH2:29][CH2:30][CH2:31][CH2:32][CH3:33])([NH:20][CH2:21][CH2:22][CH2:23][CH2:24][CH2:25][CH3:26])=[O:19])[C:13]1=[O:34]. Reported procedure: Palladium black (31 mg) was added to a solution of (3S)-3-benzyloxycarbonylamino-1-bis(n-hexylamino)phosphinyl-2-piperidone (310.9 mg, 0.6286 mmol) in methanol (3 mL), and the resulting mixture was stirred at room temperature for 1 hour under a hydrogen atmosphere. Starting materials: C(C1=CC=CC=C1)OC=1C=CC(=C(OC[C@@H](C2=CC=C(C=C2)OCC2=CC=CC=C2)N)C1)Br ((R)-2-(5-benzyloxy-2-bromophenoxy)-1-(4-benzyloxyphenyl)ethylamine), C1(=CC=CC=C1)P(C1=C(C2=CC=CC=C2C=C1)C1=C(C=CC2=CC=CC=C12)P(C1=CC=CC=C1)C1=CC=CC=C1)C1=CC=CC=C1 (2,2′-bis(diphenylphosphino)-1,1′-binaphthyl), CC(C)([O-])C.[K+] (potassium-t-butoxide), O (water). The reagents and catalysts are C=1C=CC(=CC1)/C=C/C(=O)/C=C/C2=CC=CC=C2.C=1C=CC(=CC1)/C=C/C(=O)/C=C/C2=CC=CC=C2.C=1C=CC(=CC1)/C=C/C(=O)/C=C/C2=CC=CC=C2.[Pd].[Pd] (tris(dibenzylideneacetone)dipalladium). Solvent: C(C)(=O)OCC.CCCCCC (ethyl acetate hexane), C1(=CC=CC=C1)C (toluene). Yields the product C(C1=CC=CC=C1)OC1=CC2=C(N[C@@H](CO2)C2=CC=C(C=C2)OCC2=CC=CC=C2)C=C1 ((R)-7-benzyloxy-3-(4-benzyloxy-phenyl)-3,4-dihydro-2H-benzo[1,4]oxazine). Yield: 55.0%. RXN SMILES: [CH2:1]([O:8][C:9]1[CH:10]=[CH:11][C:12](Br)=[C:13]([CH:32]=1)[O:14][CH2:15][C@H:16]([NH2:31])[C:17]1[CH:22]=[CH:21][C:20]([O:23][CH2:24][C:25]2[CH:30]=[CH:29][CH:28]=[CH:27][CH:26]=2)=[CH:19][CH:18]=1)[C:2]1[CH:7]=[CH:6][CH:5]=[CH:4][CH:3]=1.C1(P(C2C=CC=CC=2)C2C=CC3C(=CC=CC=3)C=2C2C3C(=CC=CC=3)C=CC=2P(C2C=CC=CC=2)C2C=CC=CC=2)C=CC=CC=1.CC(C)([O-])C.[K+].O>C1(C)C=CC=CC=1.C1C=CC(/C=C/C(/C=C/C2C=CC=CC=2)=O)=CC=1.C1C=CC(/C=C/C(/C=C/C2C=CC=CC=2)=O)=CC=1.C1C=CC(/C=C/C(/C=C/C2C=CC=CC=2)=O)=CC=1.[Pd].[Pd].C(OCC)(=O)C.CCCCCC>[CH2:1]([O:8][C:9]1[CH:10]=[CH:11][C:12]2[NH:31][C@H:16]([C:17]3[CH:22]=[CH:21][C:20]([O:23][CH2:24][C:25]4[CH:30]=[CH:29][CH:28]=[CH:27][CH:26]=4)=[CH:19][CH:18]=3)[CH2:15][O:14][C:13]=2[CH:32]=1)[C:2]1[CH:7]=[CH:6][CH:5]=[CH:4][CH:3]=1 |f:2.3,6.7.8.9.10,11.12|. Procedure details: A solution of (R)-2-(5-benzyloxy-2-bromophenoxy)-1-(4-benzyloxyphenyl)ethylamine (120 mg, 0.238 mmol), tris(dibenzylideneacetone)dipalladium (11 mg, 0.012 mmol), 2,2′-bis(diphenylphosphino)-1,1′-binaphthyl (15 mg, 0.024 mmol) and potassium-t-butoxide (37 mg, 0.330 mmol) in toluene (2.5 ml) was stirred for 3 hours at 100° C. under a nitrogen stream. After cooling, water was added to the reaction mixture, which was then extracted with ethyl acetate. The organic layer was washed with saturated aque... Isolated yield 94.3%. The solvent is C(Cl)(Cl)(Cl)Cl (carbon tetrachloride). As a reaction SMILES: [CH2:1]([O:3][C:4]([C:6]1[S:10][C:9]([C:11]2[CH:16]=[CH:15][C:14]([O:17][CH3:18])=[CH:13][CH:12]=2)=[N:8][C:7]=1[CH3:19])=[O:5])[CH3:2].[Br:20]N1C(=O)CCC1=O>C(Cl)(Cl)(Cl)Cl.C(OOC(=O)C1C=CC=CC=1)(=O)C1C=CC=CC=1>[CH2:1]([O:3][C:4]([C:6]1[S:10][C:9]([C:11]2[CH:12]=[CH:13][C:14]([O:17][CH3:18])=[CH:15][CH:16]=2)=[N:8][C:7]=1[CH2:19][Br:20])=[O:5])[CH3:2]. Product: C(C)OC(=O)C1=C(N=C(S1)C1=CC=C(C=C1)OC)CBr (4-Bromomethyl-2-(4-methoxy-phenyl)-thiazole-5-carboxylic acid ethyl ester). Reported procedure: A mixture of 2-(4-Methoxy-phenyl)-4-methyl-thiazole-5-carboxylic acid ethyl ester (1.41 g, 5.09 mmol), N-bromosuccinimide (951 mg, 5.34 mmol) and benzoyl peroxide (62 mg, 0.25 mmol) in carbon tetrachloride (20 mL) was refluxed for 15 h before it was cooled to room temperature and partitioned between dichloromethane and water, the organic layer was washed with saturated aqueous sodium bicarbonate solution, brine, dried over anhydrous sodium sulfate and concentrated in vacuo to give the title comp... Reactants: C(C)OC(=O)C1=C(N=C(S1)C1=CC=C(C=C1)OC)C (2-(4-Methoxy-phenyl)-4-methyl-thiazole-5-carboxylic acid ethyl ester), BrN1C(CCC1=O)=O (N-bromosuccinimide). The reagents and catalysts are C(C1=CC=CC=C1)(=O)OOC(C1=CC=CC=C1)=O (benzoyl peroxide). Starting materials: C(CCCCCCCCCCCCCCCCC)NC(=O)OCC(COC(CCCCCCCBr)=O)=C (1-Octadecylaminocarbonyloxy-3-(8-bromooctanoyloxy)-2-methylenepropane), N1C=NC=C1 (imidazole). The solvent is C1(=CC=CC=C1)C (toluene). Yields the product C(CCCCCCCCCCCCCCCCC)NC(=O)OCC(COC(CCCCCCCN1C=NC=C1)=O)=C (1-Octadecylaminocarbonyloxy-3-[8-(1-imidazolyl)octanoyloxy]-2-methylenepropane). RXN SMILES: [CH2:1]([NH:19][C:20]([O:22][CH2:23][C:24](=[CH2:37])[CH2:25][O:26][C:27](=[O:36])[CH2:28][CH2:29][CH2:30][CH2:31][CH2:32][CH2:33][CH2:34]Br)=[O:21])[CH2:2][CH2:3][CH2:4][CH2:5][CH2:6][CH2:7][CH2:8][CH2:9][CH2:10][CH2:11][CH2:12][CH2:13][CH2:14][CH2:15][CH2:16][CH2:17][CH3:18].[NH:38]1[CH:42]=[CH:41][N:40]=[CH:39]1>C1(C)C=CC=CC=1>[CH2:1]([NH:19][C:20]([O:22][CH2:23][C:24](=[CH2:37])[CH2:25][O:26][C:27](=[O:36])[CH2:28][CH2:29][CH2:30][CH2:31][CH2:32][CH2:33][CH2:34][N:38]1[CH:42]=[CH:41][N:40]=[CH:39]1)=[O:21])[CH2:2][CH2:3][CH2:4][CH2:5][CH2:6][CH2:7][CH2:8][CH2:9][CH2:10][CH2:11][CH2:12][CH2:13][CH2:14][CH2:15][CH2:16][CH2:17][CH3:18]. Procedure: 1-Octadecylaminocarbonyloxy-3-(8-bromooctanoyloxy)-2-methylenepropane (from Preparation 11) (1.18 g) and imidazole (0.68 g) were stirred in toluene (20 ml) at 104° C. for 14 hours. The mixture was cooled and evaporated in vacuo. The residue was chromatographed on silica gel 60 (70-230 mesh, 40 g) with ether/chloroform/triethylamine (1:1:0.04) as eluent to give the desired product. Starting materials: C(C)(C)(C)C1=C(C=C(C=C1)NC(C1=C(N=CC=C1)NC1=CC=C2C=NNC2=C1)=O)[N+](=O)[O-] (N-(4-tert-butyl-3-nitro-phenyl)-2-(1H-indazol-6-ylamino)-nicotinamide), Sn(II)Cl2. Run in CCO (EtOH). Conditions: temperature 0 celsius, time 8 hour. Yields the product NC=1C=C(C=CC1C(C)(C)C)NC(C1=C(N=CC=C1)NC1=CC=C2C=NNC2=C1)=O (N-(3-Amino-4-tert-butyl-phenyl)-2-(1H-indazol-6-ylamino)-nicotinamide), product. Reaction SMILES: [C:1]([C:5]1[CH:10]=[CH:9][C:8]([NH:11][C:12](=[O:29])[C:13]2[CH:18]=[CH:17][CH:16]=[N:15][C:14]=2[NH:19][C:20]2[CH:28]=[C:27]3[C:23]([CH:24]=[N:25][NH:26]3)=[CH:22][CH:21]=2)=[CH:7][C:6]=1[N+:30]([O-])=O)([CH3:4])([CH3:3])[CH3:2]>CCO>[NH2:30][C:6]1[CH:7]=[C:8]([NH:11][C:12](=[O:29])[C:13]2[CH:18]=[CH:17][CH:16]=[N:15][C:14]=2[NH:19][C:20]2[CH:28]=[C:27]3[C:23]([CH:24]=[N:25][NH:26]3)=[CH:22][CH:21]=2)[CH:9]=[CH:10][C:5]=1[C:1]([CH3:4])([CH3:3])[CH3:2]. Reported procedure: The title compound was prepared from N-(4-tert-butyl-3-nitro-phenyl)-2-(1H-indazol-6-ylamino)-nicotinamide by dissolving in EtOH (20 ml) and adding Sn(II)Cl2 (12.58 g) and stirred at RT for 5 h and at 0° C. overnight. The mix was warmed to RT and quenched by pouring onto ice, neutralized with NaHCO3 and basified with 6N NAOH. An emulsion formed upon addition of EtOAc which was filtered through Celite® and the aqueous layer was extracted with EtOAc. The combined organic layers were washed with H2... The reactants are CN=C=S (methyl isothiocyanate), CN(C(OCC1=CC=CC=C1)=O)C1CCNCC1 (benzyl methyl(piperidin-4-yl)carbamate). Run in ClCCl (dichloromethane). Conditions: time 20 hour. Yields the product CN(C(OCC1=CC=CC=C1)=O)C1CCN(CC1)C(NC)=S (Benzyl methyl(1-(methylcarbamothioyl)piperidin-4-yl)carbamate). The yield is 45.0%. Reaction SMILES: [CH3:1][N:2]=[C:3]=[S:4].[CH3:5][N:6]([CH:17]1[CH2:22][CH2:21][NH:20][CH2:19][CH2:18]1)[C:7](=[O:16])[O:8][CH2:9][C:10]1[CH:15]=[CH:14][CH:13]=[CH:12][CH:11]=1>ClCCl>[CH3:5][N:6]([CH:17]1[CH2:18][CH2:19][N:20]([C:3](=[S:4])[NH:2][CH3:1])[CH2:21][CH2:22]1)[C:7](=[O:16])[O:8][CH2:9][C:10]1[CH:15]=[CH:14][CH:13]=[CH:12][CH:11]=1. Reported procedure: A solution of methyl isothiocyanate (500 mg, 6.8493 mmol, 1 eq) in dichloromethane (4 ml) was added dropwise over a period of 5 min to a solution of benzyl methyl(piperidin-4-yl)carbamate (stage 3 AMN-52) (1.7 g, 6.8493 mmol, 1 eq). When the addition was complete, the reaction mixture was stirred for 20 hours at room temperature. Concentration under reduced pressure was then carried out and the crude product was purified by column chromatography (silica gel, 2% methanol in dichloromethane). Yiel...